The task is: describe an organic reaction: reactants, conditions, products, and yield. This data is from the Open Reaction Database (ORD), a public repository of structured organic reaction records. Starting materials: C(C)(C)(C)N(NC(=O)C1=C(C2=C(OCC(O2)CO[Si](C)(C)C(C)(C)C)C=C1)C)C(C1=CC(=CC(=C1)C)C)=O (3,5-dimethylbenzoic acid N-tert-butyl-N′-[3-(tert-butyldimethylsilyloxymethyl)-5-methyl-2,3-dihydrobenzo[1,4]dioxine-6-carbonyl]-hydrazide), solution, [F-].C(CCC)[N+](CCCC)(CCCC)CCCC (tetrabutylammonium fluoride). The solvent is C1CCOC1 (THF), C1CCOC1 (THF). Product: C(C)(C)(C)N(NC(=O)C1=C(C2=C(OCC(O2)CO)C=C1)C)C(C1=CC(=CC(=C1)C)C)=O (3,5-dimethylbenzoic acid N-tert-butyl-N′-(3-hydroxymethyl-5-methyl-2,3-dihydrobenzo[1,4]dioxine-6-carbonyl)-hydrazide). The yield is 100.0%. RXN SMILES: [C:1]([N:5]([C:29](=[O:38])[C:30]1[CH:35]=[C:34]([CH3:36])[CH:33]=[C:32]([CH3:37])[CH:31]=1)[NH:6][C:7]([C:9]1[CH:27]=[CH:26][C:12]2[O:13][CH2:14][CH:15]([CH2:17][O:18][Si](C(C)(C)C)(C)C)[O:16][C:11]=2[C:10]=1[CH3:28])=[O:8])([CH3:4])([CH3:3])[CH3:2].[F-].C([N+](CCCC)(CCCC)CCCC)CCC>C1COCC1>[C:1]([N:5]([C:29](=[O:38])[C:30]1[CH:31]=[C:32]([CH3:37])[CH:33]=[C:34]([CH3:36])[CH:35]=1)[NH:6][C:7]([C:9]1[CH:27]=[CH:26][C:12]2[O:13][CH2:14][CH:15]([CH2:17][OH:18])[O:16][C:11]=2[C:10]=1[CH3:28])=[O:8])([CH3:4])([CH3:3])[CH3:2] |f:1.2|. Reported procedure: To a round bottom flask equipped with magnetic stirring was added 3,5-dimethylbenzoic acid N-tert-butyl-N′-[3-(tert-butyldimethylsilyloxymethyl)-5-methyl-2,3-dihydrobenzo[1,4]dioxine-6-carbonyl]-hydrazide (0.26 g, 0.48 mmol), THF (5.0 mL), and 1 M solution of tetrabutylammonium fluoride (TBAF) in THF (1.39 mL, 1.39 mmol). The mixture was stirred at room temperature for three hours. The THF was evaporated and the residue was taken up in ethyl acetate. This solution was washed once with water, onc... Starting materials: ClC1=C(C=C(C=C1)NC(=O)C1=CC(=NC=C1)Cl)NC(=O)C1=CC(=NC=C1)Cl (N-[2-chloro-5-(2-chloropyrid-4-ylcarbonylamino)phenyl]-2-chloropyridine-4-carboxamide), N1CCOCC1 (morpholine). Yields the product ClC1=C(C=C(C=C1)NC(=O)C1=CC(=NC=C1)N1CCOCC1)NC(=O)C1=CC(=NC=C1)N1CCOCC1 (N-[2-chloro-5-(2-morpholinopyrid-4-ylcarbonylamino)phenyl]-2-morpholinopyridine-4-carboxamide). The yield is 84.0%. RXN SMILES: [Cl:1][C:2]1[CH:7]=[CH:6][C:5]([NH:8][C:9]([C:11]2[CH:16]=[CH:15][N:14]=[C:13](Cl)[CH:12]=2)=[O:10])=[CH:4][C:3]=1[NH:18][C:19]([C:21]1[CH:26]=[CH:25][N:24]=[C:23](Cl)[CH:22]=1)=[O:20].[NH:28]1[CH2:33][CH2:32][O:31][CH2:30][CH2:29]1>>[Cl:1][C:2]1[CH:7]=[CH:6][C:5]([NH:8][C:9]([C:11]2[CH:16]=[CH:15][N:14]=[C:13]([N:28]3[CH2:33][CH2:32][O:31][CH2:30][CH2:29]3)[CH:12]=2)=[O:10])=[CH:4][C:3]=1[NH:18][C:19]([C:21]1[CH:26]=[CH:25][N:24]=[C:23]([N:28]2[CH2:33][CH2:32][O:31][CH2:30][CH2:29]2)[CH:22]=1)=[O:20]. Procedure details: Using an analogous procedure to that described in Example 21, N-[2-chloro-5-(2-chloropyrid-4-ylcarbonylamino)phenyl]-2-chloropyridine-4-carboxamide was reacted with morpholine to give the title compound in 84% yield; NMR Spectrum: (DMSOd6) 3.52 (m, 8H), 3.73 (m, 8H), 7.12 (m, 2H), 7.26 (d, 2H), 7.55 (d, 1H), 7.73 (d, 1H), 8.04 (s, 1H), 8.3 (m, 2H), 10.21 (s, 1H), 10.48 (s, 1H); Mass Spectrum: M+H+ 523. Starting materials: O=C(Cl)OCc1ccccc1, ClCCl, COC(=O)C1(N)CC1, [Na+], O=C([O-])O, O. Yields the product COC(=O)C1(NC(=O)OCc2ccccc2)CC1. Reaction SMILES: [Cl:14][C:15](=[O:16])[O:17][CH2:18][c:19]1[cH:20][cH:21][cH:22][cH:23][cH:24]1.[Cl:25][CH2:26][Cl:27].[NH2:1][C:2]1([C:5](=[O:6])[O:7][CH3:8])[CH2:3][CH2:4]1.[Na+:13].[O-:9][C:10]([OH:11])=[O:12].[OH2:28]>>[NH:1]([C:2]1([C:5](=[O:6])[O:7][CH3:8])[CH2:3][CH2:4]1)[C:15](=[O:16])[O:17][CH2:18][c:19]1[cH:20][cH:21][cH:22][cH:23][cH:24]1.